From a dataset of the Open Reaction Database (ORD), a public repository of structured organic reaction records. describe an organic reaction: reactants, conditions, products, and yield Reactants: C(OC)(OC)OC (trimethyl orthoformate), B(F)(F)F.CCOCC (boron trifluoride etherate), NC=1SC(=C(N1)C1=CC=CC=C1)C(=N)NO (2-Amino-N-hydroxy-4-phenyl-thiazole-5-carboxamidine). The solvent is CO (methanol). Yields the product O1N=C(N=C1)C1=C(N=C(S1)N)C1=CC=CC=C1 (5-[1,2,4]Oxadiazol-3-yl-4-phenyl-thiazol-2-ylamine). RXN SMILES: [NH2:1][C:2]1[S:3][C:4]([C:13]([NH:15][OH:16])=[NH:14])=[C:5]([C:7]2[CH:12]=[CH:11][CH:10]=[CH:9][CH:8]=2)[N:6]=1.[CH:17](OC)(OC)OC.B(F)(F)F.CCOCC>CO>[O:16]1[CH:17]=[N:14][C:13]([C:4]2[S:3][C:2]([NH2:1])=[N:6][C:5]=2[C:7]2[CH:12]=[CH:11][CH:10]=[CH:9][CH:8]=2)=[N:15]1 |f:2.3|. Procedure details: 2-Amino-N-hydroxy-4-phenyl-thiazole-5-carboxamidine (1.0 g, 4.3 mmol) was dissolved in methanol (20 mL), and trimethyl orthoformate (1.2 mL, 11 mmol) containing boron trifluoride etherate (0.2 mL, 1.6 mmol) was added End the mixture was heated at reflux for 3 h. The reaction mixture was cooled, and the solvent was removed under reduced pressure at 20° C. The residue was extracted with ethyl acetate, and the solution was washed with saturated aqueous NaHCO3 dried over sodium sulfate and evaporate... The reactants are FC1=C(N(N=C1)C)C=1C=C(C=CC1OC)N (3-(4-Fluoro-2-methyl-2H-pyrazol-3-yl)-4-methoxy-phenylamine), C(C)(=O)C=1C=C(C=CC1)N=C=O (3-acetylphenylisocyanate). The product is C(C)(=O)C=1C=C(C=CC1)NC(=O)NC1=CC(=C(C=C1)OC)C=1N(N=CC1F)C (1-(3-Acetyl-phenyl)-3-[3-(4-fluoro-2-methyl-2H-pyrazol-3-yl)-4-methoxy-phenyl]-urea). Isolated yield 53.0%. RXN SMILES: [F:1][C:2]1[CH:6]=[N:5][N:4]([CH3:7])[C:3]=1[C:8]1[CH:9]=[C:10]([NH2:16])[CH:11]=[CH:12][C:13]=1[O:14][CH3:15].[C:17]([C:20]1[CH:21]=[C:22]([N:26]=[C:27]=[O:28])[CH:23]=[CH:24][CH:25]=1)(=[O:19])[CH3:18]>>[C:17]([C:20]1[CH:21]=[C:22]([NH:26][C:27]([NH:16][C:10]2[CH:11]=[CH:12][C:13]([O:14][CH3:15])=[C:8]([C:3]3[N:4]([CH3:7])[N:5]=[CH:6][C:2]=3[F:1])[CH:9]=2)=[O:28])[CH:23]=[CH:24][CH:25]=1)(=[O:19])[CH3:18]. Procedure details: 3-(4-Fluoro-2-methyl-2H-pyrazol-3-yl)-4-methoxy-phenylamine was treated with 3-acetylphenylisocyanate, in a similar manner as described in Example 1.68. An additional purification by flash chromatography (SiO2, Hexanes/EtOAc gradient elution) was necessary, providing 36 mg (53% yield) of Compound 88: LCMS m/z (%)=383 (M+H, 100). 1H NMR (400 MHz, acetone-d6) δ: 8.31 (s, 1H), 8.17 (s, 1H), 8.13 (s, 1H), 7.79 (dd, J1=9.0 Hz, J2=2.2 Hz, 1H), 7.63 (d, J1=15.5 Hz, J2=8.3 Hz, J3=2.7 Hz, 1H), 7.50 (d, J... Starting materials: NC1=NN2C(=NC=C(C2=N1)OC)OC (2-amino-5,8-dimethoxy[1,2,4]triazolo[1,5-c]pyrimidine), N1=CC(=CC=C1)C (3-picoline), S(=O)(=O)(Cl)Cl (sulfonyl chloride), N1=CC(=CC=C1)C (3-Picoline), NC1=NN2C(=NC=C(C2=N1)OC)OC (2-amino-5,8-dimethoxy[1,2,4]triazolo[1,5-c]pyrimidine), FC(COC1=C(C(=CC=C1)C(F)(F)F)S(=O)(=O)Cl)F (2-(2,2-difluoroethoxy)-6-(trifluoromethyl)benzenesulfonyl chloride), CSC (methyl sulfide), ClCl (chlorine). Solvent: C(C)#N (acetonitrile), O (water), C(C)#N (acetonitrile), C(C)#N (acetonitrile). Run at temperature 8 celsius, time 48 hour. Product: FC(COC1=C(C(=CC=C1)C(F)(F)F)S(=O)(=O)NC1=NN2C(=NC=C(C2=N1)OC)OC)F (2-(2,2-Difluoroethoxy)-N-(5,8-dimethoxy[1,2,4]-triazolo[1,5-c]pyrimidin-2-yl)-6-(trifluoromethyl)benzenesulfonamide). The yield is 86.0%. Reaction SMILES: CSC.ClCl.[NH2:6][C:7]1[N:15]=[C:14]2[N:9]([C:10]([O:18][CH3:19])=[N:11][CH:12]=[C:13]2[O:16][CH3:17])[N:8]=1.N1C=CC=C(C)C=1.[F:27][CH:28]([F:45])[CH2:29][O:30][C:31]1[CH:36]=[CH:35][CH:34]=[C:33]([C:37]([F:40])([F:39])[F:38])[C:32]=1[S:41](Cl)(=[O:43])=[O:42].S(Cl)(Cl)(=O)=O>C(#N)C.O>[F:45][CH:28]([F:27])[CH2:29][O:30][C:31]1[CH:36]=[CH:35][CH:34]=[C:33]([C:37]([F:38])([F:39])[F:40])[C:32]=1[S:41]([NH:6][C:7]1[N:15]=[C:14]2[N:9]([C:10]([O:18][CH3:19])=[N:11][CH:12]=[C:13]2[O:16][CH3:17])[N:8]=1)(=[O:42])=[O:43]. Procedure: A solution of methyl sulfide (0.34 g, 0.0055 mol) in acetonitrile (40 mL) was cooled to −25° C. To the cold solution was added a cold, freshly prepared 17 wt % solution of chlorine in acetonitrile (2.4 g, 0.0057 mol) over several minutes. While still cold, 1.1 g of 2-amino-5,8-dimethoxy[1,2,4]triazolo[1,5-c]pyrimidine (1.1 g, 0.0056 mol) and 3-picoline (0.95 g, 0.010 mol) were added. The mixture was allowed to warm to 8° C. 3-Picoline (48 g, 0.52 mol), 2-amino-5,8-dimethoxy[1,2,4]triazolo[1,5-c]... As a reaction SMILES: [C:23]([C:24](=[CH2:25])[CH3:26])(=[O:27])[O-:28].[CH2:10]([P:11]([CH2:12][CH2:13][CH2:14][CH3:15])[CH2:16][CH2:17][CH2:18][CH3:19])[CH2:20][CH2:21][CH3:22].[Cl:1][CH2:2][Si:3]([O:4][CH3:5])([O:6][CH3:7])[O:8][CH3:9].[K+:29]>>[CH2:2]([Si:3]([O:4][CH3:5])([O:6][CH3:7])[O:8][CH3:9])[O:28][C:23]([C:24](=[CH2:25])[CH3:26])=[O:27]. Starting materials: C=C(C)C(=O)[O-], CCCCP(CCCC)CCCC, CO[Si](CCl)(OC)OC, [K+]. The product is C=C(C)C(=O)OC[Si](OC)(OC)OC. The reactants are NCc1ccc2c(c1)OCO2, C1CCOC1, Cc1ccc(S(=O)(=O)OCCNS(=O)(=O)c2cccc3cnccc23)cc1. Product: O=S(=O)(NCCNCc1ccc2c(c1)OCO2)c1cccc2cnccc12. Reaction SMILES: [CH2:28]1[O:29][c:30]2[cH:31][c:32]([CH2:33][NH2:34])[cH:35][cH:36][c:37]2[O:38]1.[O:39]1[CH2:40][CH2:41][CH2:42][CH2:43]1.[c:1]1([CH3:2])[cH:3][cH:4][c:5]([S:6]([O:7][CH2:11][CH2:12][NH:13][S:14](=[O:15])(=[O:16])[c:17]2[c:18]3[cH:19][cH:20][n:21][cH:22][c:23]3[cH:24][cH:25][cH:26]2)(=[O:8])=[O:9])[cH:10][cH:27]1>>[CH2:11]([CH2:12][NH:13][S:14](=[O:15])(=[O:16])[c:17]1[c:18]2[cH:19][cH:20][n:21][cH:22][c:23]2[cH:24][cH:25][cH:26]1)[NH:34][CH2:33][c:32]1[cH:31][c:30]2[c:37]([cH:36][cH:35]1)[O:38][CH2:28][O:29]2. Starting materials: CN(C)C1CCc2ccccc2C(O)C1, [Cl-], [NH4+], [Na+], C1COCCO1, [OH-], O=S(=O)(O)O. The product is CN(C)C1C=Cc2ccccc2CC1. Reaction SMILES: [CH3:6][N:7]([CH:8]1[CH2:9][CH:10]([OH:19])[c:11]2[c:12]([cH:15][cH:16][cH:17][cH:18]2)[CH2:13][CH2:14]1)[CH3:20].[Cl-:24].[NH4+:21].[Na+:23].[O:25]1[CH2:26][CH2:27][O:28][CH2:29][CH2:30]1.[OH-:22].[S:1](=[O:2])(=[O:3])([OH:4])[OH:5]>>[CH3:6][N:7]([CH:8]1[CH:9]=[CH:10][c:11]2[c:12]([cH:15][cH:16][cH:17][cH:18]2)[CH2:13][CH2:14]1)[CH3:20].